This data is from the Open Reaction Database (ORD), a public repository of structured organic reaction records. The task is: describe an organic reaction: reactants, conditions, products, and yield Reported procedure: Next, a glass reaction vessel equipped with a stirrer, reflux condenser and a thermometer was charged with 82.4 g (0.2 mole) of the above 1,3-bis(3-nitro-4-fluorobenzoyl) benzene, 820 ml of a 80% aqueous ethanol solution and 82.0 g (1.46 mole) of iron powder were charged and the internal temperature was raised to 65° C. Successively, a solution containing 6.08 g of 36% hydrochloric acid in 80 ml of 80% ethanol was added dropwise over 2 hours and the reaction was continued further for an hour wit... Starting materials: Cl (hydrochloric acid), [N+](=O)([O-])C=1C=C(C(=O)C2=CC(=CC=C2)C(C2=CC(=C(C=C2)F)[N+](=O)[O-])=O)C=CC1F (1,3-bis(3-nitro-4-fluorobenzoyl) benzene), [Cl-].[Na+] (sodium chloride), O (water), Cl (hydrochloric acid). Solvent: C(C)O (ethanol), C(C)O (ethanol), COCCO (2-methoxyethanol). Reaction conditions: temperature 65 celsius. Isolated yield 82.9%. Reagents/catalysts: [Fe] (iron). RXN SMILES: [N+:1]([C:4]1[CH:5]=[C:6]([CH:27]=[CH:28][C:29]=1[F:30])[C:7]([C:9]1[CH:14]=[CH:13][CH:12]=[C:11]([C:15](=[O:26])[C:16]2[CH:21]=[CH:20][C:19]([F:22])=[C:18]([N+:23]([O-])=O)[CH:17]=2)[CH:10]=1)=[O:8])([O-])=O.Cl.O.[Cl-].[Na+]>C(O)C.COCCO.[Fe]>[NH2:23][C:18]1[CH:17]=[C:16]([CH:21]=[CH:20][C:19]=1[F:22])[C:15]([C:11]1[CH:12]=[CH:13][CH:14]=[C:9]([C:7](=[O:8])[C:6]2[CH:27]=[CH:28][C:29]([F:30])=[C:4]([NH2:1])[CH:5]=2)[CH:10]=1)=[O:26] |f:3.4|. Yields the product NC=1C=C(C(=O)C2=CC(=CC=C2)C(C2=CC(=C(C=C2)F)N)=O)C=CC1F (1,3-bis(3-amino-4-fluorobenzoyl)benzene). The reactants are FC(C(=O)O)(F)F (Trifluoroacetic acid), C(C)(C)N1N=CN=C1C=1N=C2N(CCOC3=C2C=CC(=C3)N3[C@@H](CCC3)C(=O)OC(C)(C)C)C1 ((S)-tert-butyl 1-(2-(1-isopropyl-1H-1,2,4-triazol-5-yl)-5,6-dihydrobenzo[f]imidazo[1,2-d][1,4]oxazepin-9-yl)pyrrolidine-2-carboxylate), C(C)[SiH](CC)CC (triethylsilane). Run in ClCCl (dichloromethane). Run at time 3 hour. The product is C(C)(C)N1N=CN=C1C=1N=C2N(CCOC3=C2C=CC(=C3)N3[C@@H](CCC3)C(=O)O)C1 ((S)-1-(2-(1-isopropyl-1H-1,2,4-triazol-5-yl)-5,6-dihydrobenzo[f]imidazo[1,2-d][1,4]oxazepin-9-yl)pyrrolidine-2-carboxylic acid). As a reaction SMILES: FC(F)(F)C(O)=O.[CH:8]([N:11]1[C:15]([C:16]2[N:17]=[C:18]3[C:24]4[CH:25]=[CH:26][C:27]([N:29]5[CH2:33][CH2:32][CH2:31][C@H:30]5[C:34]([O:36]C(C)(C)C)=[O:35])=[CH:28][C:23]=4[O:22][CH2:21][CH2:20][N:19]3[CH:41]=2)=[N:14][CH:13]=[N:12]1)([CH3:10])[CH3:9].C([SiH](CC)CC)C>ClCCl>[CH:8]([N:11]1[C:15]([C:16]2[N:17]=[C:18]3[C:24]4[CH:25]=[CH:26][C:27]([N:29]5[CH2:33][CH2:32][CH2:31][C@H:30]5[C:34]([OH:36])=[O:35])=[CH:28][C:23]=4[O:22][CH2:21][CH2:20][N:19]3[CH:41]=2)=[N:14][CH:13]=[N:12]1)([CH3:10])[CH3:9]. Procedure: Trifluoroacetic acid (3 ml) was added to a mixture of 153 mg of (S)-tert-butyl 1-(2-(1-isopropyl-1H-1,2,4-triazol-5-yl)-5,6-dihydrobenzo[f]imidazo[1,2-d][1,4]oxazepin-9-yl)pyrrolidine-2-carboxylate and 0.2 ml of triethylsilane in 5 ml of dichloromethane. The reaction mixture was stirred for 3 hours. The mixture was concentrated, the residue partitioned between 1 M aq. Na2CO3 and ethyl ether. The aqueous layer was extracted with ethyl acetate two more times. The organic layers were discarded, the... Starting materials: C(CCC)N1C(N(C(C2=C1C=NN2)=O)CCCC)=O (4,6-dibutyl-1,4-dihydro-pyrazolo[4,3-d]pyrimidine-5,7-dione), CCN(C(C)C)C(C)C (i-Pr2NEt), ClCCCS(=O)(=O)Cl (3-chloro-n-propanesulfonyl chloride). Solvent: C(Cl)Cl (CH2Cl2). Run at temperature 23 celsius, time 16 hour. The product is C(CCC)N1C(N(C(C=2C1=CN(N2)S(=O)(=O)CCCCl)=O)CCCC)=O (4,6-Dibutyl-3-chloropropanesulfonyl-2,4-dihydro-pyrazolo[4,3-d]pyrimidine-5,7-dione). The yield is 49.0%. As a reaction SMILES: [CH2:1]([N:5]1[C:10]2[CH:11]=[N:12][NH:13][C:9]=2[C:8](=[O:14])[N:7]([CH2:15][CH2:16][CH2:17][CH3:18])[C:6]1=[O:19])[CH2:2][CH2:3][CH3:4].CCN(C(C)C)C(C)C.[Cl:29][CH2:30][CH2:31][CH2:32][S:33](Cl)(=[O:35])=[O:34]>C(Cl)Cl>[CH2:1]([N:5]1[C:10]2=[CH:11][N:12]([S:33]([CH2:32][CH2:31][CH2:30][Cl:29])(=[O:35])=[O:34])[N:13]=[C:9]2[C:8](=[O:14])[N:7]([CH2:15][CH2:16][CH2:17][CH3:18])[C:6]1=[O:19])[CH2:2][CH2:3][CH3:4]. Procedure: To 222 mg (0.84 mmol) of 4,6-dibutyl-1,4-dihydro-pyrazolo[4,3-d]pyrimidine-5,7-dione in 10 mL CH2Cl2 was added 0.22 mL (163 mg, 1.26 mmol) of i-Pr2NEt followed by 0.11 mL (164 mg, 0.924 mmol) of 3-chloro-n-propanesulfonyl chloride. The resulting solution was stirred at 23° C. for 16 h after which time TLC shows that all starting material had been consumed. The reaction mixture was poured into brine, extracted with 2×50 mL EtOAc, and the combined organics were washed with 1×50 mL brine, dried ove... The reactants are BrC1=CC=C(O1)N1C(O[C@@]2(C1)CN1CCC2CC1)=O ((R)-3′-(5-bromofuran-2-yl)spiro[1-azabicyclo[2.2.2]octan-3,5′-oxazolidin]-2′-one), C(CCC)[Sn](C1=NC=CC=C1)(CCCC)CCCC (2-(tri-n-butylstannyl)pyridine). Product: N1=C(C=CC=C1)C1=CC=C(O1)N1C(O[C@@]2(C1)CN1CCC2CC1)=O ((R)-3′-[5-(2-Pyridyl)furan-2-yl]spiro[1-azabicyclo[2.2.2]octan-3,5′-oxazolidin]-2′-one). As a reaction SMILES: Br[C:2]1[O:6][C:5]([N:7]2[CH2:11][C@:10]3([CH:16]4[CH2:17][CH2:18][N:13]([CH2:14][CH2:15]4)[CH2:12]3)[O:9][C:8]2=[O:19])=[CH:4][CH:3]=1.C([Sn](CCCC)(CCCC)[C:25]1[CH:30]=[CH:29][CH:28]=[CH:27][N:26]=1)CCC>>[N:26]1[CH:27]=[CH:28][CH:29]=[CH:30][C:25]=1[C:2]1[O:6][C:5]([N:7]2[CH2:11][C@:10]3([CH:16]4[CH2:17][CH2:18][N:13]([CH2:14][CH2:15]4)[CH2:12]3)[O:9][C:8]2=[O:19])=[CH:4][CH:3]=1. Procedure: The title compound was prepared by a method analogous to that described in Example 14 from (R)-3′-(5-bromofuran-2-yl)spiro[1-azabicyclo[2.2.2]octan-3,5′-oxazolidin]-2′-one and 2-(tri-n-butylstannyl)pyridine. The title compound (356 mg) was obtained as an off-white solid, m/z 326 (MH+). Starting materials: O=C([O-])O, CCCCCCI, CN(C)C=O, [Na+], CCCc1c(OCCCCCCc2cccc(O)c2O)ccc(C(=O)O)c1O. The product is CCCCCCOC(=O)c1ccc(OCCCCCCc2cccc(O)c2O)c(CCC)c1O. Reaction SMILES: [C:36](=[O:37])([OH:38])[O-:39].[CH2:29]([CH2:30][CH2:31][CH2:32][CH2:33][CH3:34])[I:35].[CH3:41][N:42]([CH3:43])[CH:44]=[O:45].[Na+:40].[OH:1][c:2]1[c:3]([CH2:9][CH2:10][CH2:11][CH2:12][CH2:13][CH2:14][O:15][c:16]2[c:17]([CH2:26][CH2:27][CH3:28])[c:18]([OH:25])[c:19]([C:20](=[O:21])[OH:22])[cH:23][cH:24]2)[cH:4][cH:5][cH:6][c:7]1[OH:8]>>[OH:1][c:2]1[c:3]([CH2:9][CH2:10][CH2:11][CH2:12][CH2:13][CH2:14][O:15][c:16]2[c:17]([CH2:26][CH2:27][CH3:28])[c:18]([OH:25])[c:19]([C:20]([O:21][CH2:29][CH2:30][CH2:31][CH2:32][CH2:33][CH3:34])=[O:22])[cH:23][cH:24]2)[cH:4][cH:5][cH:6][c:7]1[OH:8].